Task: describe an organic reaction: reactants, conditions, products, and yield. Dataset: the Open Reaction Database (ORD), a public repository of structured organic reaction records Starting materials: CON=C(C#N)c1ccccc1COc1cc(C)ccc1C, Cc1ccccc1, Cl, [K+], [OH-], O. Yields the product CON=C(C(N)=O)c1ccccc1COc1cc(C)ccc1C. Reaction SMILES: [CH3:10][c:11]1[c:12]([O:13][CH2:14][c:15]2[c:16]([C:17](=[N:18][O:19][CH3:20])[C:21]#[N:22])[cH:23][cH:24][cH:25][cH:26]2)[cH:27][c:28]([CH3:31])[cH:29][cH:30]1.[CH3:3][c:4]1[cH:5][cH:6][cH:7][cH:8][cH:9]1.[ClH:32].[K+:2].[OH-:1].[OH2:33]>>[O:1]=[C:21]([C:17]([c:16]1[c:15]([CH2:14][O:13][c:12]2[c:11]([CH3:10])[cH:30][cH:29][c:28]([CH3:31])[cH:27]2)[cH:26][cH:25][cH:24][cH:23]1)=[N:18][O:19][CH3:20])[NH2:22].